This data is from the Open Reaction Database (ORD), a public repository of structured organic reaction records. The task is: describe an organic reaction: reactants, conditions, products, and yield The reactants are C(#C)[C@]1(OC2=C(CC1)C(=C(C(=C2C)C)O)C)C ((S)-3,4-dihydro-2-ethynyl-2,5,7,8-tetramethyl-2H-1-benzopyran-6-ol), IC=1SC=CC1 (2-iodothiophene). Product: C[C@@]1(OC2=C(CC1)C(=C(C(=C2C)C)O)C)C#CC=2SC=CC2 ((S)-3,4-Dihydro-2,5,7,8-tetramethyl-2-[(2-thienyl)ethynyl]-2H-1-benzopyran-6-ol). RXN SMILES: [C:1]([C@:3]1([CH3:17])[CH2:8][CH2:7][C:6]2[C:9]([CH3:16])=[C:10]([OH:15])[C:11]([CH3:14])=[C:12]([CH3:13])[C:5]=2[O:4]1)#[CH:2].I[C:19]1[S:20][CH:21]=[CH:22][CH:23]=1>>[CH3:17][C@@:3]1([C:1]#[C:2][C:19]2[S:20][CH:21]=[CH:22][CH:23]=2)[CH2:8][CH2:7][C:6]2[C:9]([CH3:16])=[C:10]([OH:15])[C:11]([CH3:14])=[C:12]([CH3:13])[C:5]=2[O:4]1. Reported procedure: This enantiomer was obtained as described in Example 4 by reacting the (S)-3,4-dihydro-2-ethynyl-2,5,7,8-tetramethyl-2H-1-benzopyran-6-ol from Example 11 with 2-iodothiophene. It was isolated by chromatography as above and was crystallized from ether/hexane to yield colorless crystals with m.p. 131°-134° C. [α]D25 =+34.9° (c=1.145 in MeOH). Reactants: CCc1[nH]c(C(=O)O)nc1Cl, CC(C)(C)OC(=O)N1CCC(N)C(NC(=O)OCc2ccccc2)C1, On1nnc2ccccc21. Product: CCc1[nH]c(C(=O)NC2CCN(C(=O)OC(C)(C)C)CC2NC(=O)OCc2ccccc2)nc1Cl. Reaction SMILES: [Cl:26][c:27]1[n:28][c:29]([C:34](=[O:35])[OH:36])[nH:30][c:31]1[CH2:32][CH3:33].[NH2:1][CH:2]1[CH:3]([NH:15][C:16](=[O:17])[O:18][CH2:19][c:20]2[cH:21][cH:22][cH:23][cH:24][cH:25]2)[CH2:4][N:5]([C:8](=[O:9])[O:10][C:11]([CH3:12])([CH3:13])[CH3:14])[CH2:6][CH2:7]1.[OH:37][n:38]1[c:39]2[c:40]([cH:41][cH:42][cH:43][cH:44]2)[n:45][n:46]1>>[NH:1]([CH:2]1[CH:3]([NH:15][C:16](=[O:17])[O:18][CH2:19][c:20]2[cH:21][cH:22][cH:23][cH:24][cH:25]2)[CH2:4][N:5]([C:8](=[O:9])[O:10][C:11]([CH3:12])([CH3:13])[CH3:14])[CH2:6][CH2:7]1)[C:34]([c:29]1[n:28][c:27]([Cl:26])[c:31]([CH2:32][CH3:33])[nH:30]1)=[O:35]. The reactants are O (Water), BrC1=C(C=CC(=C1)OC(F)(F)F)O (2-Bromo-4-trifluoromethoxyphenol), ICC (Iodoethane), C([O-])([O-])=O.[K+].[K+] (potassium carbonate). Solvent: C(C)(=O)OCC (ethyl acetate), CN(C=O)C (N,N dimethylformamide). Yields the product C(C)OC1=C(C=C(C=C1)OC(F)(F)F)Br (2-Ethoxy-5-(trifluoromethoxy)bromobenzene). Reaction SMILES: [Br:1][C:2]1[CH:7]=[C:6]([O:8][C:9]([F:12])([F:11])[F:10])[CH:5]=[CH:4][C:3]=1[OH:13].C(=O)([O-])[O-].[K+].[K+].I[CH2:21][CH3:22].O>CN(C)C=O.C(OCC)(=O)C>[CH2:21]([O:13][C:3]1[CH:4]=[CH:5][C:6]([O:8][C:9]([F:11])([F:12])[F:10])=[CH:7][C:2]=1[Br:1])[CH3:22] |f:1.2.3|. Reported procedure: 2-Bromo-4-trifluoromethoxyphenol (Description 11, 1 g) was dissolved in N,N dimethylformamide (12 ml) and potassium carbonate (1.07 g) was added. Iodoethane (0.78 ml) was added and the mixture was stirred at room temperature. Water (150 ml) and ethyl acetate were added and the layers were separated. The organic layer was washed with brine, dried (MgSO4) and the solvent was evaporated under reduced pressure. The residue was purified by flash column chromatography on silica gel, eluting with hexan... The reactants are C(C)(C)(C)[Si](OCCCC1=CC=CC=C1)(C)C (tert-butyldimethyl(3-phenylpropoxy)silane), BrN1C(CCC1=O)=O (N-bromosuccinimide), C(C1=CC=CC=C1)(=O)OOC(C1=CC=CC=C1)=O (benzoyl peroxide). Solvent: C(Cl)(Cl)(Cl)Cl (carbon tetrachloride). Product: BrC(CCO[Si](C)(C)C(C)(C)C)C1=CC=CC=C1 ((3-Bromo-3-phenylpropoxy)(tert-butyl)dimethylsilane), oil. Isolated yield 55.0%. RXN SMILES: [C:1]([Si:5]([CH3:17])([CH3:16])[O:6][CH2:7][CH2:8][CH2:9][C:10]1[CH:15]=[CH:14][CH:13]=[CH:12][CH:11]=1)([CH3:4])([CH3:3])[CH3:2].[Br:18]N1C(=O)CCC1=O.C(OOC(=O)C1C=CC=CC=1)(=O)C1C=CC=CC=1>C(Cl)(Cl)(Cl)Cl>[Br:18][CH:9]([C:10]1[CH:11]=[CH:12][CH:13]=[CH:14][CH:15]=1)[CH2:8][CH2:7][O:6][Si:5]([C:1]([CH3:3])([CH3:2])[CH3:4])([CH3:17])[CH3:16]. Procedure: A suspension of tert-butyldimethyl(3-phenylpropoxy)silane (2.22 g, 8.86 mmol), N-bromosuccinimide (1.58 g, 8.86 mmol) and benzoyl peroxide (66.4 mg, 266 μmol) in carbon tetrachloride (17.8 mL) was heated to reflux for 3 hours. The reaction was filtered, the precipitate washed with carbon tetrachloride and the solvent was evaporated. Water was added and the reaction was extracted twice with diethyl ether. The combined organic layers were washed with saturated aqueous sodium chloride solution, dri... Reaction SMILES: [N+:1]([C:4]1[C:13]2[C:8](=[CH:9][CH:10]=[CH:11][CH:12]=2)[C:7]([OH:14])=[C:6]([C:15]([NH:17][CH2:18][CH2:19][C:20]([OH:22])=[O:21])=[O:16])[CH:5]=1)([O-])=O.[ClH:23].[CH3:24]O>[Zn]>[NH2:1][C:4]1[C:13]2[C:8](=[CH:9][CH:10]=[CH:11][CH:12]=2)[C:7]([OH:14])=[C:6]([C:15]([NH:17][CH2:18][CH2:19][C:20]([O:22][CH3:24])=[O:21])=[O:16])[CH:5]=1.[ClH:23]. Run at time 30 minute. Procedure details: An amount of 210 g of 4-nitro-2-(2-carboxyethylamino)carbonyl-1-naphthol was dissolved in 28 liters of methanol at 40° C. Into this solution was added 1,200 ml conc. hydrochloric acid, followed subsequently by portionwise addition of 430 g of zinc powder. After 30 minutes, zinc was removed and the solvent was removed by evaporation under reduced pressure. The residue was dissolved in 25 liters of ethyl acetate, washed with water and then dried over magnesium sulfate, followed by evaporation of t... Reagents/catalysts: [Zn] (zinc). Yields the product NC1=CC(=C(C2=CC=CC=C12)O)C(=O)NCCC(=O)OC (4-amino-2-(2-methoxycarbonylethylamino)carbonyl-1-naphthol), Cl (hydrochloride). The reactants are [N+](=O)([O-])C1=CC(=C(C2=CC=CC=C12)O)C(=O)NCCC(=O)O (4-nitro-2-(2-carboxyethylamino)carbonyl-1-naphthol), CO (methanol), Cl (hydrochloric acid). The reactants are [Li]CCCC, C1CCOC1, CN(C)P(=O)(N(C)C)N(C)C, CI, CCCCCC, CC(C)NC(C)C, [Cl-], [NH4+], O, COC(=O)C(C)c1ccccc1. Product: COC(=O)C(C)(C)c1ccccc1. Reaction SMILES: [CH2:1]([Li:2])[CH2:3][CH2:4][CH3:5].[CH2:46]1[O:47][CH2:48][CH2:49][CH2:50]1.[CH3:31][N:32]([CH3:33])[P:34]([N:35]([CH3:36])[CH3:37])([N:38]([CH3:39])[CH3:40])=[O:41].[CH3:42][I:43].[CH3:6][CH2:7][CH2:8][CH2:9][CH2:10][CH3:11].[CH:12]([NH:13][CH:14]([CH3:15])[CH3:16])([CH3:17])[CH3:18].[Cl-:44].[NH4+:45].[OH2:51].[c:19]1([CH:25]([C:26](=[O:27])[O:28][CH3:29])[CH3:30])[cH:20][cH:21][cH:22][cH:23][cH:24]1>>[CH3:1][C:25]([c:19]1[cH:20][cH:21][cH:22][cH:23][cH:24]1)([C:26](=[O:27])[O:28][CH3:29])[CH3:30].